The task is: describe an organic reaction: reactants, conditions, products, and yield. This data is from the Open Reaction Database (ORD), a public repository of structured organic reaction records. Starting materials: Cl (hydrochloride), methyl ester, NCC(=O)O (glycine), C(C)N1CCOCC1 (N-ethylmorpholine), C(=O)(OC(C)(C)C)N[C@@H](CC(C)C)C(=O)O (Boc-Leucine), C1(CCCCC1)N=C=NC1CCCCC1 (dicyclohexylcarbodiimide), ON1N=NC2=C1C=CC=C2 (1-hydroxy benzotriazol), C(C)N1CCOCC1 (N-ethylmorpholine). Solvent: ClCCl (dichloromethane), CN(C=O)C (dimethylformamide), ClCCl (dichloromethane). Reaction conditions: temperature 0 celsius, time 45 minute. Yields the product N([C@@H](CC(C)C)C(=O)NCC(=O)OC)C(=O)OC(C)(C)C (Boc-Leu-Gly-OMe). RXN SMILES: Cl.[NH2:2][CH2:3][C:4]([OH:6])=[O:5].[CH2:7](N1CCOCC1)C.[C:15]([NH:22][C@H:23]([C:28]([OH:30])=O)[CH2:24][CH:25]([CH3:27])[CH3:26])([O:17][C:18]([CH3:21])([CH3:20])[CH3:19])=[O:16].C1(N=C=NC2CCCCC2)CCCCC1.ON1C2C=CC=CC=2N=N1>ClCCl.CN(C)C=O>[NH:22]([C:15]([O:17][C:18]([CH3:21])([CH3:20])[CH3:19])=[O:16])[C@H:23]([C:28]([NH:2][CH2:3][C:4]([O:6][CH3:7])=[O:5])=[O:30])[CH2:24][CH:25]([CH3:27])[CH3:26]. Reported procedure: To the solution of 5.02 g of hydrochloride of the methyl ester of glycine in a mixture of 20 ml of dichloromethane and 30 ml of dimethylformamide, cooled to 0° C., there are added 5 ml of N-ethylmorpholine then the solution of 9.5 g of dry Boc-Leucine in 50 ml of dichloromethane. 9.04 g of dicyclohexylcarbodiimide, 6 g of 1-hydroxy benzotriazol and 1.5 ml of N-ethylmorpholine are then added. After 45 minutes at 0° C., the mixture is stirred for 5 hours at ambient temperature. The insoluble is fi...